From a dataset of the Open Reaction Database (ORD), a public repository of structured organic reaction records. describe an organic reaction: reactants, conditions, products, and yield Reactants: C(=O)(OCC)COC1=CC=C(CC2C(NC(S2)=O)=O)C=C1 (5-[4-[(carboethoxy)methoxy]benzyl]thiazolidine-2,4-dione), Cl (HCl), Examples 16-22, [OH-].[Na+] (sodium hydroxide). Run in O (water). Run at temperature 12.5 celsius, time 2.5 hour. Product: C(=O)(O)COC1=CC=C(CC2C(NC(S2)=O)=O)C=C1 (5-[4-[(carboxy)methoxy]benzyl]thiazolidine-2,4-dione). RXN SMILES: [C:1]([CH2:6][O:7][C:8]1[CH:21]=[CH:20][C:11]([CH2:12][CH:13]2[S:17][C:16](=[O:18])[NH:15][C:14]2=[O:19])=[CH:10][CH:9]=1)([O:3]CC)=[O:2].[OH-].[Na+].Cl>O>[C:1]([CH2:6][O:7][C:8]1[CH:21]=[CH:20][C:11]([CH2:12][CH:13]2[S:17][C:16](=[O:18])[NH:15][C:14]2=[O:19])=[CH:10][CH:9]=1)([OH:3])=[O:2] |f:1.2|. Procedure details: A suspension of the 5-[4-[(carboethoxy)methoxy]benzyl]thiazolidine-2,4-dione obtained by following a procedure described in any of Examples 16-22 (135 g, 0.44 M) and water (540 ml, 4 times w/v) was taken in a round bottom flask fitted with a mechanical stirrer. Aq. sodium hydroxide solution (37 g of NaOH in 135 ml of water) was added slowly over a period of 5-10 minutes at 20-25° C. Stirring was continued at ambient temperature for a further period of 2-3 h, while monitoring the reaction by TLC.... Reaction SMILES: [CH2:31]([OH:32])[CH2:33][CH2:34][CH3:35].[CH3:21][c:22]1[n:23][c:24]([CH3:30])[cH:25][c:26]([CH2:28][NH2:29])[cH:27]1.[CH:12]([N:13]([CH2:14][CH3:15])[CH:16]([CH3:17])[CH3:18])([CH3:19])[CH3:20].[Cl:1][c:2]1[c:3]2[nH:4][cH:5][n:6][c:7]2[n:8][c:9]([F:11])[n:10]1>>[c:2]1([NH:29][CH2:28][c:26]2[cH:25][c:24]([CH3:30])[n:23][c:22]([CH3:21])[cH:27]2)[c:3]2[n:4][cH:5][nH:6][c:7]2[n:8][c:9]([F:11])[n:10]1. Product: Cc1cc(CNc2nc(F)nc3[nH]cnc23)cc(C)n1. Starting materials: CCCCO, Cc1cc(CN)cc(C)n1, CCN(C(C)C)C(C)C, Fc1nc(Cl)c2[nH]cnc2n1. The reactants are BrCC(CC(C)C)=O (1-bromo-4-methyl-2-pentanone), C1(C=2C(C(N1)=O)=CC=CC2)=O.[K] (potassium phthalimide). Run in C1(=CC=CC=C1)C (toluene). Run at temperature 100 celsius, time 16 hour. The product is CC(CC(CN1C(C2=CC=CC=C2C1=O)=O)=O)C (2-(4-Methyl-2-oxo-pentyl)-isoindole-1,3-dione). Yield: 23.9%. Reaction SMILES: Br[CH2:2][C:3](=[O:8])[CH2:4][CH:5]([CH3:7])[CH3:6].[C:9]1(=[O:19])[NH:13][C:12](=[O:14])[C:11]2=[CH:15][CH:16]=[CH:17][CH:18]=[C:10]12.[K]>C1(C)C=CC=CC=1>[CH3:6][CH:5]([CH3:7])[CH2:4][C:3](=[O:8])[CH2:2][N:13]1[C:9](=[O:19])[C:10]2[C:11](=[CH:15][CH:16]=[CH:17][CH:18]=2)[C:12]1=[O:14] |f:1.2,^1:19|. Procedure: Dissolve 1-bromo-4-methyl-2-pentanone (11.0 g, 61.4 mmol) and potassium phthalimide (11.9 g, 64.5 mmol) in toluene (60 mL) at room temperature under a nitrogen atmosphere. Heat the mixture to 100° C. and stir for 16 h. Cool the resulting slurry to room temperature, filter off solids, and concentrate the filtrate in vacuo to a solid. Purify the residue by chromatography on silica gel (40 g) eluting with hexane/EtOAc (1:1) to obtain the desired intermediate (3.6 g, 24%). MS (ES+) m/z: 246.3 (M+H)+... Starting materials: N1C=NC=2C=NC=3C=CC=CC3C21 (1H-imidazo[4,5-c]quinoline), N1C=NC=2C=NC=3C=CC=NC3C21 (1H-imidazo[4,5-c][1,5]naphthyridine), ( 10 ), Formula XXXV. The product is N1C=NC=2C=NC3=C(C=CC=C3C21)N (1H-imidazo[4,5-c]quinolin-6-amine), N1C=NC=2C=NC3=C(C=CN=C3C21)N (1H-imidazo[4,5-c][1,5]naphthyridin-6-amine), Formula XXXVII. As a reaction SMILES: [NH:1]1[C:13]2[C:12]3[CH:11]=[CH:10][CH:9]=[CH:8][C:7]=3[N:6]=[CH:5][C:4]=2[N:3]=[CH:2]1.[NH:14]1[C:26]2[C:25]3[N:24]=[CH:23][CH:22]=[CH:21][C:20]=3[N:19]=[CH:18][C:17]=2[N:16]=[CH:15]1>>[NH:1]1[C:13]2[C:12]3[C:7](=[C:8]([NH2:14])[CH:9]=[CH:10][CH:11]=3)[N:6]=[CH:5][C:4]=2[N:3]=[CH:2]1.[NH:14]1[C:26]2[C:25]3[C:20](=[C:21]([NH2:1])[CH:22]=[CH:23][N:24]=3)[N:19]=[CH:18][C:17]=2[N:16]=[CH:15]1. Procedure details: In steps (9) and (10) of Reaction Scheme II, a 1H-imidazo[4,5-c]quinoline or 1H-imidazo[4,5-c][1,5]naphthyridine of Formula XXXV is oxidized and then aminated to provide a 1H-imidazo[4,5-c]quinolin-6-amine or 1H-imidazo[4,5-c][1,5]naphthyridin-6-amine of Formula XXXVII, a subgenus of Formula I. The steps can be carried out using the methods described in steps (5) and (6) of Reaction Scheme I. Yields the product O=C(O)CNCc1ccccc1O. RXN SMILES: [BH3:15].[CH:6](=[O:7])[c:8]1[cH:9][cH:10][cH:11][cH:12][c:13]1[OH:14].[NH2:1][CH2:2][C:3]([OH:4])=[O:5].[Na+:18].[Na:16].[OH-:17]>>[NH:1]([CH2:2][C:3]([OH:4])=[O:5])[CH2:6][c:8]1[cH:9][cH:10][cH:11][cH:12][c:13]1[OH:14]. Starting materials: B, O=Cc1ccccc1O, NCC(=O)O, [Na+], [Na], [OH-].